From a dataset of the Open Reaction Database (ORD), a public repository of structured organic reaction records. describe an organic reaction: reactants, conditions, products, and yield Yields the product COC(=O)c1cccc(C(=O)NN(C)C)c1. As a reaction SMILES: [CH3:14][CH2:15][N:16]=[C:17]=[N:18][CH2:19][CH2:20][CH2:21][N:22]([CH3:23])[CH3:24].[CH3:1][O:2][C:3](=[O:4])[c:5]1[cH:6][c:7]([C:8](=[O:9])[OH:10])[cH:11][cH:12][cH:13]1.[CH3:35][N:36]([NH2:37])[CH3:38].[CH:39]([N:40]([CH2:41][CH3:42])[CH:43]([CH3:44])[CH3:45])([CH3:46])[CH3:47].[CH:51]([Cl:52])([Cl:53])[Cl:54].[Cl:48][CH2:49][Cl:50].[OH:25][n:26]1[c:27]2[c:28]([cH:29][cH:30][cH:31][cH:32]2)[n:33][n:34]1>>[CH3:1][O:2][C:3](=[O:4])[c:5]1[cH:6][c:7]([C:8](=[O:9])[NH:37][N:36]([CH3:35])[CH3:38])[cH:11][cH:12][cH:13]1. The reactants are CCN=C=NCCCN(C)C, COC(=O)c1cccc(C(=O)O)c1, CN(C)N, CCN(C(C)C)C(C)C, ClC(Cl)Cl, ClCCl, On1nnc2ccccc21. Starting materials: CCOC(=O)C1(NC(=O)c2ccccc2-c2ccccc2)Cc2ccccc2C1, CCO, [K+], [OH-], O. Yields the product O=C(NC1(C(=O)O)Cc2ccccc2C1)c1ccccc1-c1ccccc1. RXN SMILES: [CH2:1]([CH3:2])[O:3][C:4](=[O:5])[C:6]1([NH:15][C:16](=[O:17])[c:18]2[c:19](-[c:24]3[cH:25][cH:26][cH:27][cH:28][cH:29]3)[cH:20][cH:21][cH:22][cH:23]2)[CH2:7][c:8]2[cH:9][cH:10][cH:11][cH:12][c:13]2[CH2:14]1.[CH3:33][CH2:34][OH:35].[K+:31].[OH-:30].[OH2:32]>>[O:3]=[C:4]([OH:5])[C:6]1([NH:15][C:16](=[O:17])[c:18]2[c:19](-[c:24]3[cH:25][cH:26][cH:27][cH:28][cH:29]3)[cH:20][cH:21][cH:22][cH:23]2)[CH2:7][c:8]2[cH:9][cH:10][cH:11][cH:12][c:13]2[CH2:14]1. Reactants: C1OC=2C=C(CO)C=CC2O1 (3,4-Methylenedioxybenzyl alcohol), OC1=CC=C(C(=O)OCC)C=C1 (ethyl 4-hydroxybenzoate). Product: C1OC=2C=C(COC3=CC=C(C(=O)OCC)C=C3)C=CC2O1 (ethyl 4-(3,4-methylenedioxybenzyloxy)benzoate). As a reaction SMILES: [CH2:1]1[O:11][C:10]2[CH:9]=[CH:8][C:5]([CH2:6][OH:7])=[CH:4][C:3]=2[O:2]1.O[C:13]1[CH:23]=[CH:22][C:16]([C:17]([O:19][CH2:20][CH3:21])=[O:18])=[CH:15][CH:14]=1>>[CH2:1]1[O:11][C:10]2[CH:9]=[CH:8][C:5]([CH2:6][O:7][C:13]3[CH:23]=[CH:22][C:16]([C:17]([O:19][CH2:20][CH3:21])=[O:18])=[CH:15][CH:14]=3)=[CH:4][C:3]=2[O:2]1. Procedure details: 3,4-Methylenedioxybenzyl alcohol 18-1 (6.2 g, 40.0 mmol) and ethyl 4-hydroxybenzoate 18-2 (6.65 g, 40.0 mmol) were reacted as in Example 14. The desired ester 18-3 was obtained as a white solid. Starting materials: CN1N=C2C=CC3=C(C2=C1)C(CC3)CCNC(C)=O (N-[2-(2-Methyl-2,6,7,8-tetrahydrocyclopenta[e]indazol-8-yl)ethyl]acetamide), CC(CC1=CC=CC=C1)NCCC#N.Cl (Dicel), CCCCCC.C(C)O (hexane ethanol), CCCCCC.C(C)O (hexane ethanol). Product: CN1N=C2C=CC3=C(C2=C1)[C@H](CC3)CCCC(=O)N (2-[((8S)-2-methyl-2,6,7,8-tetrahydrocyclopenta[e]indazol-8-yl]ethyl}acetamide). As a reaction SMILES: [CH3:1][N:2]1[CH:10]=[C:9]2[C:4]([CH:5]=[CH:6][C:7]3[CH2:13][CH2:12][CH:11]([CH2:14][CH2:15]NC(=O)C)[C:8]=32)=[N:3]1.[CH3:20][CH:21]([NH:29]CCC#N)CC1C=CC=CC=1.Cl.CCCCCC.C([OH:43])C>>[CH3:1][N:2]1[CH:10]=[C:9]2[C:4]([CH:5]=[CH:6][C:7]3[CH2:13][CH2:12][C@H:11]([CH2:14][CH2:15][CH2:20][C:21]([NH2:29])=[O:43])[C:8]=32)=[N:3]1 |f:1.2,3.4|. Procedure details: N-[2-(2-Methyl-2,6,7,8-tetrahydrocyclopenta[e]indazol-8-yl)ethyl]acetamide (about 70 mg) was fractionated by high performance liquid chromatography (instrument: Prep LC 2000 (manufactured by Nihon Waters K.K.), column: CHIRALPAK AD (50 mm ID×500 mm L, manufactured by Dicel Chemical Industries, Ltd.), mobile phase: hexane/ethanol=90/10, flow rate: 80 mL/min, column temperature: room temperature, sample concentration: 1.0 mg/mL (hexane/ethanol=90/10), injection amount: about 35 mg). A fraction sol... Reactants: O=C([O-])[O-], CC(C)(C)OC(=O)N1CCN(c2ccc3ccn(C4CCCCC4)c(=O)c3c2)CC1, [K+], [K+], [Na+], O, O=C(O)C(F)(F)F, O=C([O-])O, BrCCC(c1ccccc1)c1ccccc1. The product is O=c1c2cc(N3CCN(CCC(c4ccccc4)c4ccccc4)CC3)ccc2ccn1C1CCCCC1. RXN SMILES: [C:43](=[O:44])([O-:45])[O-:46].[CH:8]1([n:14]2[c:15](=[O:37])[c:16]3[cH:17][c:18]([N:24]4[CH2:25][CH2:26][N:27]([C:30]([O:31][C:32]([CH3:33])([CH3:34])[CH3:35])=[O:36])[CH2:28][CH2:29]4)[cH:19][cH:20][c:21]3[cH:22][cH:23]2)[CH2:9][CH2:10][CH2:11][CH2:12][CH2:13]1.[K+:47].[K+:48].[Na+:38].[OH2:65].[OH:1][C:2]([C:3]([F:4])([F:5])[F:6])=[O:7].[OH:39][C:40](=[O:41])[O-:42].[c:49]1([CH:55]([CH2:56][CH2:57][Br:58])[c:59]2[cH:60][cH:61][cH:62][cH:63][cH:64]2)[cH:50][cH:51][cH:52][cH:53][cH:54]1>>[CH:8]1([n:14]2[c:15](=[O:37])[c:16]3[cH:17][c:18]([N:24]4[CH2:25][CH2:26][N:27]([CH2:30][CH2:56][CH:55]([c:49]5[cH:50][cH:51][cH:52][cH:53][cH:54]5)[c:59]5[cH:60][cH:61][cH:62][cH:63][cH:64]5)[CH2:28][CH2:29]4)[cH:19][cH:20][c:21]3[cH:22][cH:23]2)[CH2:9][CH2:10][CH2:11][CH2:12][CH2:13]1. As a reaction SMILES: [ClH:13].[ClH:1].[NH2:14][OH:15].[NH3:16].[O:17]=[CH:18][N:19]([CH3:20])[CH3:21].[c:2]1([CH2:8][C:9]([O:10][CH3:11])=[NH:12])[cH:3][cH:4][cH:5][cH:6][cH:7]1>>[c:2]1([CH2:8][C:9]([O:10][CH3:11])=[N:12][OH:15])[cH:3][cH:4][cH:5][cH:6][cH:7]1. Yields the product COC(Cc1ccccc1)=NO. The reactants are Cl, Cl, NO, N, CN(C)C=O, COC(=N)Cc1ccccc1. The reactants are C([O-])([O-])=O.[Na+].[Na+] (sodium carbonate), ClC1=CC=NC2=CC=C(C=C12)OC (4-chloro-6-methoxy-quinoline), CCCCCC (hexane), C(C)B(CC)CC (triethylborane), C(C)B(CC)CC (triethylborane). Reaction SMILES: C(=O)([O-])[O-].[Na+].[Na+].Cl[C:8]1[C:17]2[C:12](=[CH:13][CH:14]=[C:15]([O:18][CH3:19])[CH:16]=2)[N:11]=[CH:10][CH:9]=1.[CH2:20](B(CC)CC)[CH3:21].CCCCCC>[Pd].C1C=CC([P]([Pd]([P](C2C=CC=CC=2)(C2C=CC=CC=2)C2C=CC=CC=2)([P](C2C=CC=CC=2)(C2C=CC=CC=2)C2C=CC=CC=2)[P](C2C=CC=CC=2)(C2C=CC=CC=2)C2C=CC=CC=2)(C2C=CC=CC=2)C2C=CC=CC=2)=CC=1.C1(C)C=CC=CC=1>[CH2:20]([C:8]1[C:17]2[C:12](=[CH:13][CH:14]=[C:15]([O:18][CH3:19])[CH:16]=2)[N:11]=[CH:10][CH:9]=1)[CH3:21] |f:0.1.2,^1:37,39,58,77|. Procedure: A mixture of toluene (17 mL) and 2 M aqueous sodium carbonate (5 mL) was degassed by bubbling nitrogen for 20 minutes. To the mixture was added 4-chloro-6-methoxy-quinoline (500 mg, 2.58 mmol) and tetrakis(triphenylphosphine)palladium(0) (90 mg, 0.0774 mmol), followed by 1 M triethylborane solution in hexane (15.5 mL, 15.5 mmol). The reaction mixture was stirred at 90° C. for 4 days, periodically adding more palladium catalyst (270 mg total) and triethylborane solution (30 mL total) to drive the... Solvent: C1(=CC=CC=C1)C (toluene). Product: C(C)C1=CC=NC2=CC=C(C=C12)OC (4-ethyl-6-methoxy-quinoline). Run at temperature 90 celsius, time 4 day. The reagents and catalysts are C=1C=CC(=CC1)[P](C=2C=CC=CC2)(C=3C=CC=CC3)[Pd]([P](C=4C=CC=CC4)(C=5C=CC=CC5)C=6C=CC=CC6)([P](C=7C=CC=CC7)(C=8C=CC=CC8)C=9C=CC=CC9)[P](C=1C=CC=CC1)(C=1C=CC=CC1)C=1C=CC=CC1 (tetrakis(triphenylphosphine)palladium(0)), [Pd] (palladium).